Dataset: the Open Reaction Database (ORD), a public repository of structured organic reaction records. Task: describe an organic reaction: reactants, conditions, products, and yield The reactants are C1(=CC=CC=C1)P(C1=CC=CC=C1)C1=CC=CC=C1 (triphenylphosphine), C([O-])([O-])=O.[Na+].[Na+] (sodium carbonate), C(C)(C)(C)OC(COC1=C2C=C(N(C2=CC=C1)CC1=C(C=CC=C1)Br)CC)=O ([[2-Ethyl-1-(2-bromo-phenylmethyl)-1H-indol-4-yl]oxy]acetic acid tert-butyl ester), FC1=CC=C(C=C1)B(O)O (4-fluoro-phenylboronic acid). The reagents and catalysts are C(C)(=O)[O-].[Pd+2].C(C)(=O)[O-] (palladium acetate). Run in C(CC)O (n-propanol), O (water). Reaction conditions: time 30 minute. Product: C(C)(C)(C)OC(COC1=C2C=C(N(C2=CC=C1)CC1=C(C=CC=C1)C1=CC=C(C=C1)F)CC)=O ([[2-ethyl-1-(2-(4-fluorophenyl)-phenylmethyl)-1H-indol-4-yl]oxy]acetic acid tert-butyl ester). RXN SMILES: [C:1]([O:5][C:6](=[O:28])[CH2:7][O:8][C:9]1[CH:17]=[CH:16][CH:15]=[C:14]2[C:10]=1[CH:11]=[C:12]([CH2:26][CH3:27])[N:13]2[CH2:18][C:19]1[CH:24]=[CH:23][CH:22]=[CH:21][C:20]=1Br)([CH3:4])([CH3:3])[CH3:2].[F:29][C:30]1[CH:35]=[CH:34][C:33](B(O)O)=[CH:32][CH:31]=1.C1(P(C2C=CC=CC=2)C2C=CC=CC=2)C=CC=CC=1.C(=O)([O-])[O-].[Na+].[Na+]>C(O)CC.O.C([O-])(=O)C.[Pd+2].C([O-])(=O)C>[C:1]([O:5][C:6](=[O:28])[CH2:7][O:8][C:9]1[CH:17]=[CH:16][CH:15]=[C:14]2[C:10]=1[CH:11]=[C:12]([CH2:26][CH3:27])[N:13]2[CH2:18][C:19]1[CH:24]=[CH:23][CH:22]=[CH:21][C:20]=1[C:33]1[CH:34]=[CH:35][C:30]([F:29])=[CH:31][CH:32]=1)([CH3:4])([CH3:3])[CH3:2] |f:3.4.5,8.9.10|. Reported procedure: [[2-Ethyl-1-(2-bromo-phenylmethyl)-1H-indol-4-yl]oxy]acetic acid tert-butyl ester (1.3 g) was combined with 4-fluoro-phenylboronic acid in 20 mL of n-propanol at room temperature. After 30 minutes, the slurry was treated with palladium acetate, triphenylphosphine and 2 mL of 2 M sodium carbonate solution. The mixture was heated at reflux for one hour, cooled to room temperature and diluted with water. After stirring for 1 hour, the mixture was extracted with ethyl acetate, which was washed, drie... Yield: 64.5%. Procedure details: [3-[[3-(2-Amino-2-oxoethyl)-1-[(3-chlorophenyl)methyl]-2-ethyl-1H-indol-4-yl]oxy]propyl]phosphonic acid. [[3-[[3-(2-Amino-2-oxoethyl)-1-[(3-chlorophenyl)methyl]-2-ethyl-1H-indol-5-yl]oxy]propyl]phosphonic acid dimethyl ester (99 mg, 0.2 mmol) and 0.21 mL (1.6 mmol) of trimethylsilyl bromide in 2 mL of methylene chloride was stirred for 16 hours, 5 mL of MeOH added, stirred 0.75 hours and concentrated at reduced pressure. The residue was crystallized from EtOAc/MeCN/HOAc/water to give 60 mg (65% ... Reaction SMILES: NC(=O)CC1C2C(=CC=CC=2OCCCP(=O)(O)O)N(CC2C=CC=C(Cl)C=2)C=1CC.C[O:33][P:34]([CH2:38][CH2:39][CH2:40][O:41][C:42]1[CH:43]=[C:44]2[C:48](=[CH:49][CH:50]=1)[N:47]([CH2:51][C:52]1[CH:57]=[CH:56][CH:55]=[C:54]([Cl:58])[CH:53]=1)[C:46]([CH2:59][CH3:60])=[C:45]2[CH2:61][C:62]([NH2:64])=[O:63])(=[O:37])[O:35]C.C[Si](Br)(C)C.CO>C(Cl)Cl>[NH2:64][C:62](=[O:63])[CH2:61][C:45]1[C:44]2[C:48](=[CH:49][CH:50]=[C:42]([O:41][CH2:40][CH2:39][CH2:38][P:34](=[O:33])([OH:37])[OH:35])[CH:43]=2)[N:47]([CH2:51][C:52]2[CH:57]=[CH:56][CH:55]=[C:54]([Cl:58])[CH:53]=2)[C:46]=1[CH2:59][CH3:60]. The product is NC(CC1=C(N(C2=CC=C(C=C12)OCCCP(O)(O)=O)CC1=CC(=CC=C1)Cl)CC)=O ([3-[[3-(2-amino-2-oxoethyl)-1-[(3-chlorophenyl)methyl]-2-ethyl-1H-indol-5-yl]oxy]propyl]phosphonic acid). Reactants: COP(OC)(=O)CCCOC=1C=C2C(=C(N(C2=CC1)CC1=CC(=CC=C1)Cl)CC)CC(=O)N ([3-[[3-(2-Amino-2-oxoethyl)-1-[(3-chlorophenyl)methyl]-2-ethyl-1H-indol-5-yl]oxy]propyl]phosphonic acid dimethyl ester), C[Si](C)(C)Br (trimethylsilyl bromide), NC(CC1=C(N(C2=CC=CC(=C12)OCCCP(O)(O)=O)CC1=CC(=CC=C1)Cl)CC)=O ([3-[[3-(2-Amino-2-oxoethyl)-1-[(3-chlorophenyl)methyl]-2-ethyl-1H-indol-4-yl]oxy]propyl]phosphonic acid), CO (MeOH). The solvent is C(Cl)Cl (methylene chloride). Run at time 0.75 hour. Starting materials: CCOC(=O)c1c[nH]n(-c2ccccc2)c1=O, Cl, [Na+], [OH-]. The product is O=c1cc[nH]n1-c1ccccc1. Reaction SMILES: [CH2:1]([O:2][C:3](=[O:4])[c:6]1[cH:7][nH:8][n:9](-[c:12]2[cH:13][cH:14][cH:15][cH:16][cH:17]2)[c:10]1=[O:11])[CH3:5].[ClH:18].[Na+:20].[OH-:19]>>[cH:6]1[cH:7][nH:8][n:9](-[c:12]2[cH:13][cH:14][cH:15][cH:16][cH:17]2)[c:10]1=[O:11]. Reactants: C(C)(C)(C)OC(CN1N=C(C=2N=C(N(C(C21)=O)C2=CC=C(C=C2)Cl)C2=CC=C(C=C2)C(C)C)C2=CC=CC=C2)=O ([6-(4-chloro-phenyl)-5-(4-isopropyl-phenyl)-7-oxo-3-phenyl-6,7-dihydro-pyrazolo[4,3-d]pyrimidin-1-yl]-acetic acid tert-butyl ester), C(=O)(C(F)(F)F)O (TFA), resultant solution. Solvent: C(Cl)Cl (DCM). The product is ClC1=CC=C(C=C1)N1C(=NC2=C(C1=O)N(N=C2C2=CC=CC=C2)CC(=O)O)C2=CC=C(C=C2)C(C)C ([6-(4-chlorophenyl)-5-(4-isopropyl-phenyl)-7-oxo-3-phenyl-6,7-dihydro-pyrazolo[4,3-d]pyrimidin-1-yl]-acetic acid). As a reaction SMILES: C([O:5][C:6](=[O:40])[CH2:7][N:8]1[C:16]2[C:15](=[O:17])[N:14]([C:18]3[CH:23]=[CH:22][C:21]([Cl:24])=[CH:20][CH:19]=3)[C:13]([C:25]3[CH:30]=[CH:29][C:28]([CH:31]([CH3:33])[CH3:32])=[CH:27][CH:26]=3)=[N:12][C:11]=2[C:10]([C:34]2[CH:39]=[CH:38][CH:37]=[CH:36][CH:35]=2)=[N:9]1)(C)(C)C.C(O)(C(F)(F)F)=O>C(Cl)Cl>[Cl:24][C:21]1[CH:20]=[CH:19][C:18]([N:14]2[C:15](=[O:17])[C:16]3[N:8]([CH2:7][C:6]([OH:40])=[O:5])[N:9]=[C:10]([C:34]4[CH:39]=[CH:38][CH:37]=[CH:36][CH:35]=4)[C:11]=3[N:12]=[C:13]2[C:25]2[CH:26]=[CH:27][C:28]([CH:31]([CH3:33])[CH3:32])=[CH:29][CH:30]=2)=[CH:23][CH:22]=1. Reported procedure: To [6-(4-chloro-phenyl)-5-(4-isopropyl-phenyl)-7-oxo-3-phenyl-6,7-dihydro-pyrazolo[4,3-d]pyrimidin-1-yl]-acetic acid tert-butyl ester (20.0 mg, 0.036 mmol) are added DCM (0.5 mL) and TFA (0.5 mL), The resultant solution is stirred at room temperature for 4 hours. Removal of the solvent under reduced pressure provides crude [6-(4-chlorophenyl)-5-(4-isopropyl-phenyl)-7-oxo-3-phenyl-6,7-dihydro-pyrazolo[4,3-d]pyrimidin-1-yl]-acetic acid, which is used directly for next reaction without further puri... Starting materials: [N+](=O)(O)[O-] (nitric acid), C(C)(=O)NC1=C(C=C(C(=O)O)C=C1)C (4-acetamido-3-methylbenzoic acid), ice, amide. The solvent is S(O)(O)(=O)=O (sulfuric acid). Reaction conditions: temperature 0 celsius, time 1 hour. Yields the product C(C)(=O)NC1=C(C=C(C(=O)O)C=C1[N+](=O)[O-])C (4-Acetamido-3-methyl-5-nitrobenzoic acid). The yield is 72.0%. Reaction SMILES: [N+:1]([O-:4])(O)=[O:2].[C:5]([NH:8][C:9]1[CH:17]=[CH:16][C:12]([C:13]([OH:15])=[O:14])=[CH:11][C:10]=1[CH3:18])(=[O:7])[CH3:6]>S(=O)(=O)(O)O>[C:5]([NH:8][C:9]1[C:17]([N+:1]([O-:4])=[O:2])=[CH:16][C:12]([C:13]([OH:15])=[O:14])=[CH:11][C:10]=1[CH3:18])(=[O:7])[CH3:6]. Reported procedure: To a solution of 60% nitric acid in sulfuric acid (410 mL) was added 4-acetamido-3-methylbenzoic acid (43 g, 0.22 mol) in small portions over 40 min while cooling with an ice bath. After addition of all amide was complete, the reaction mixture was stirred for 1 h at 0° C. and then very slowly poured over 1500 mL of ice. The yellow solid was collected by filtration and washed with ice cold water to give the title compound (38 g, 72% yield). 1H-NMR (CD3OD, 300 MHz) δ 8.29 (s, 1H), 8.18 (s, 1H), 2.... Starting materials: C(C)(C)(C)OC(=O)N1[C@@H](CC(C1)=NOC)C(=O)O ((2S,4EZ)-1-(tert-butoxycarbonyl)-4-(methoxyimino)-2-pyrrolidinecarboxylic acid), C(C=C)(=O)Cl (acryloyl chloride), C(C=C)N (allylamine). Product: C(C=C)(=O)N1[C@@H](CC(C1)=NOC)C(=O)NCC=C ((2S,4EZ)-1-acryloyl-N-allyl-4-(methoxyimino)-2-pyrrolidinecarboxamide). RXN SMILES: C(O[C:6]([N:8]1[CH2:12][C:11](=[N:13][O:14][CH3:15])[CH2:10][C@H:9]1[C:16]([OH:18])=O)=[O:7])(C)(C)C.[C:19](Cl)(=O)[CH:20]=C.[CH2:24]([NH2:27])[CH:25]=[CH2:26]>>[C:6]([N:8]1[CH2:12][C:11](=[N:13][O:14][CH3:15])[CH2:10][C@H:9]1[C:16]([NH:27][CH2:24][CH:25]=[CH2:26])=[O:18])(=[O:7])[CH:19]=[CH2:20]. Procedure details: Following the general method as outlined in Example 22, starting from (2S,4EZ)-1-(tert-butoxycarbonyl)-4-(methoxyimino)-2-pyrrolidinecarboxylic acid, acryloyl chloride, and allylamine the title compound was obtained in 81% purity by LC/MS. MS(ESI+): m/z=252.0. The reactants are CCN=C=NCCCN(C)C, CN(C)CC(=O)O, CCOC(C)=O, CCN(C(C)C)C(C)C, Cl, NC(=O)c1cccc2nc(-c3ccc(C4CCCNC4)cc3)oc12, O, On1nnc2ccccc21. Yields the product CN(C)CC(=O)N1CCCC(c2ccc(-c3nc4cccc(C(N)=O)c4o3)cc2)C1. Reaction SMILES: [CH2:9]([N:10]=[C:11]=[N:12][CH2:13][CH2:14][CH2:15][N:16]([CH3:17])[CH3:18])[CH3:19].[CH3:1][N:2]([CH2:3][C:4](=[O:5])[OH:6])[CH3:7].[CH3:64][CH2:65][O:66][C:67](=[O:68])[CH3:69].[CH:30]([N:31]([CH:32]([CH3:33])[CH3:34])[CH2:35][CH3:36])([CH3:37])[CH3:38].[ClH:8].[NH:39]1[CH2:40][CH:41]([c:45]2[cH:46][cH:47][c:48](-[c:51]3[o:52][c:53]4[c:54]([n:55]3)[cH:56][cH:57][cH:58][c:59]4[C:60](=[O:61])[NH2:62])[cH:49][cH:50]2)[CH2:42][CH2:43][CH2:44]1.[OH2:63].[OH:20][n:21]1[c:22]2[cH:23][cH:24][cH:25][cH:26][c:27]2[n:28][n:29]1>>[CH3:1][N:2]([CH2:3][C:4](=[O:5])[N:39]1[CH2:40][CH:41]([c:45]2[cH:46][cH:47][c:48](-[c:51]3[o:52][c:53]4[c:54]([n:55]3)[cH:56][cH:57][cH:58][c:59]4[C:60](=[O:61])[NH2:62])[cH:49][cH:50]2)[CH2:42][CH2:43][CH2:44]1)[CH3:7]. Yields the product [Br-], O=C(O)CCCCCC[P+](c1ccccc1)(c1ccccc1)c1ccccc1. As a reaction SMILES: [Br:1][CH2:2][CH2:3][CH2:4][CH2:5][CH2:6][CH2:7][C:8](=[O:9])[OH:10].[CH3:30][C:31]#[N:32].[c:11]1([P:17]([c:18]2[cH:19][cH:20][cH:21][cH:22][cH:23]2)[c:24]2[cH:25][cH:26][cH:27][cH:28][cH:29]2)[cH:12][cH:13][cH:14][cH:15][cH:16]1>>[Br-:1].[CH2:2]([CH2:3][CH2:4][CH2:5][CH2:6][CH2:7][C:8](=[O:9])[OH:10])[P+:17]([c:11]1[cH:12][cH:13][cH:14][cH:15][cH:16]1)([c:18]1[cH:19][cH:20][cH:21][cH:22][cH:23]1)[c:24]1[cH:25][cH:26][cH:27][cH:28][cH:29]1. Starting materials: O=C(O)CCCCCCBr, CC#N, c1ccc(P(c2ccccc2)c2ccccc2)cc1. Starting materials: C(C)(C)(C)OC(N[C@H]1[C@H](C(CCC1)(F)F)NC(=O)C=1SC(=C(C1)C=1C=NN2C1N=CC(=C2)OCC(F)(F)F)CC)=O (tert-Butyl{(1R,2R)-2-[({5-ethyl-4-[6-(2,2,2-trifluoroethoxy)pyrazolo[1,5-a]pyrimidin-3-yl]thiophen-2-yl}carbonyl)amino]-3,3-difluorocyclohexyl}carbamate), FC(C(=O)O)(F)F (trifluoroacetic acid). Run in ClCCl (dichloromethane). Run at temperature 40 celsius, time 2 hour. The product is N[C@@H]1CCCC([C@@H]1NC(=O)C=1SC(=C(C1)C=1C=NN2C1N=CC(=C2)OCC(F)(F)F)CC)(F)F (N-[(1R,6R)-6-Amino-2,2-difluorocyclohexyl]-5-ethyl-4-[6-(2,2,2-trifluoroethoxy)pyrazolo[1,5-a]pyrimidin-3-yl]thiophene-2-carboxamide). Yield: 82.1%. As a reaction SMILES: C(OC(=O)[NH:7][C@@H:8]1[CH2:13][CH2:12][CH2:11][C:10]([F:15])([F:14])[C@@H:9]1[NH:16][C:17]([C:19]1[S:20][C:21]([CH2:39][CH3:40])=[C:22]([C:24]2[CH:25]=[N:26][N:27]3[CH:32]=[C:31]([O:33][CH2:34][C:35]([F:38])([F:37])[F:36])[CH:30]=[N:29][C:28]=23)[CH:23]=1)=[O:18])(C)(C)C.FC(F)(F)C(O)=O>ClCCl>[NH2:7][C@H:8]1[C@@H:9]([NH:16][C:17]([C:19]2[S:20][C:21]([CH2:39][CH3:40])=[C:22]([C:24]3[CH:25]=[N:26][N:27]4[CH:32]=[C:31]([O:33][CH2:34][C:35]([F:38])([F:37])[F:36])[CH:30]=[N:29][C:28]=34)[CH:23]=2)=[O:18])[C:10]([F:14])([F:15])[CH2:11][CH2:12][CH2:13]1. Procedure details: tert-Butyl{(1R,2R)-2-[({5-ethyl-4-[6-(2,2,2-trifluoroethoxy)pyrazolo[1,5-a]pyrimidin-3-yl]thiophen-2-yl}carbonyl)amino]-3,3-difluorocyclohexyl}carbamate (34.0 mg, 0.056 mmol) was dissolved in dichloromethane (1.0 mL) and trifluoroacetic acid (0.100 mL, 1.30 mmol) was added. The reaction was stirred at 40° C. for 2 h. The reaction mixture was quenched with 1N KOH in MeOH and concentrated under reduced pressure. The residue was mixed with water and extracted 3× with dichloromethane. The organic la... Starting materials: CC(C)Nc1cc(Br)cnc1Cl, O=C([O-])[O-], CC(=O)Nc1nc2ccc(B3OC(C)(C)C(C)(C)O3)cc2s1, COCCOC, [K+], [K+], O. Product: CC(=O)Nc1nc2ccc(-c3cnc(Cl)c(NC(C)C)c3)cc2s1. As a reaction SMILES: [Br:1][c:2]1[cH:3][c:4]([NH:9][CH:10]([CH3:11])[CH3:12])[c:5]([Cl:8])[n:6][cH:7]1.[C:35](=[O:36])([O-:37])[O-:38].[CH3:13][C:14]1([CH3:15])[C:16]([CH3:17])([CH3:18])[O:19][B:20]([c:21]2[cH:22][c:23]3[c:24]([n:25][c:26]([NH:28][C:29]([CH3:30])=[O:31])[s:27]3)[cH:32][cH:33]2)[O:34]1.[CH3:41][O:42][CH2:43][CH2:44][O:45][CH3:46].[K+:39].[K+:40].[OH2:47]>>[c:2]1(-[c:21]2[cH:22][c:23]3[c:24]([n:25][c:26]([NH:28][C:29]([CH3:30])=[O:31])[s:27]3)[cH:32][cH:33]2)[cH:3][c:4]([NH:9][CH:10]([CH3:11])[CH3:12])[c:5]([Cl:8])[n:6][cH:7]1.